From a dataset of the Open Reaction Database (ORD), a public repository of structured organic reaction records. describe an organic reaction: reactants, conditions, products, and yield The reactants are BrC=1C=C(C(N(C1)C)=O)OCOCC[Si](C)(C)C (5-bromo-1-methyl-3-{[2-(trimethylsilyl)ethoxy]methoxy}pyridin-2(1H)-one), C[Si](C)(C)C#C (trimethylsilylacetylene), C(C)(C)NC(C)C (diisopropylamine). The reagents and catalysts are [Cu]I (copper (I) iodide), C1=CC=C(C=C1)P([C-]2C=CC=C2)C3=CC=CC=C3.C1=CC=C(C=C1)P([C-]2C=CC=C2)C3=CC=CC=C3.Cl[Pd]Cl.[Fe+2].C(Cl)Cl (PdCl2(dppf) DCM). Run in C1CCOC1 (THF). The product is CN1C(C(=CC(=C1)C#C[Si](C)(C)C)OCOCC[Si](C)(C)C)=O (1-methyl-3-{[2-(trimethylsilyl)ethoxy]methoxy}-5-[(trimethylsilyl)ethynyl]pyridin-2(1H)-one), oil. Yield: 65.0%. As a reaction SMILES: Br[C:2]1[CH:3]=[C:4]([O:10][CH2:11][O:12][CH2:13][CH2:14][Si:15]([CH3:18])([CH3:17])[CH3:16])[C:5](=[O:9])[N:6]([CH3:8])[CH:7]=1.[CH3:19][Si:20]([C:23]#[CH:24])([CH3:22])[CH3:21].C(NC(C)C)(C)C>C1COCC1.[Cu]I.C1C=CC(P(C2C=CC=CC=2)[C-]2C=CC=C2)=CC=1.C1C=CC(P(C2C=CC=CC=2)[C-]2C=CC=C2)=CC=1.Cl[Pd]Cl.[Fe+2].C(Cl)Cl>[CH3:8][N:6]1[CH:7]=[C:2]([C:24]#[C:23][Si:20]([CH3:22])([CH3:21])[CH3:19])[CH:3]=[C:4]([O:10][CH2:11][O:12][CH2:13][CH2:14][Si:15]([CH3:18])([CH3:17])[CH3:16])[C:5]1=[O:9] |f:5.6.7.8.9|. Procedure: To a solution of 5-bromo-1-methyl-3-{[2-(trimethylsilyl)ethoxy]methoxy}pyridin-2(1H)-one (2.92 g, 8.74 mmol) in 20 mL THF was added trimethylsilylacetylene (1.72 g, 17.47 mmol), copper (I) iodide (166 mg, 0.874 mmol), diisopropylamine (1.25 mL, 8.74 mmol), and PdCl2(dppf)-DCM adduct (713 mg, 0.874 mmol). This mixture was microwaved in a sealed vial at 145° C. for 10 minutes. After cooling, the mixture was filtered to remove solids, evaporated, and purified by flash chromatography (50 g silica ge... The reactants are O=C([O-])[O-], CCn1cc(B2OC(C)(C)C(C)(C)O2)cn1, CCOC(C)=O, COCCOC, COC(=O)c1c(C#N)ccnc1Cl, [Na+], [Na+], O, c1ccc(P(c2ccccc2)(c2ccccc2)[Pd](P(c2ccccc2)(c2ccccc2)c2ccccc2)(P(c2ccccc2)(c2ccccc2)c2ccccc2)P(c2ccccc2)(c2ccccc2)c2ccccc2)cc1. The product is CCn1cc(-c2nccc(C#N)c2C(=O)OC)cn1. Reaction SMILES: [C:30](=[O:31])([O-:32])[O-:33].[CH2:14]([CH3:15])[n:16]1[n:17][cH:18][c:19]([B:21]2[O:22][C:23]([CH3:24])([CH3:25])[C:26]([CH3:27])([CH3:28])[O:29]2)[cH:20]1.[CH3:120][CH2:121][O:122][C:123]([CH3:124])=[O:125].[CH3:37][O:38][CH2:39][CH2:40][O:41][CH3:42].[Cl:1][c:2]1[c:3]([C:4](=[O:5])[O:6][CH3:7])[c:8]([C:12]#[N:13])[cH:9][cH:10][n:11]1.[Na+:34].[Na+:35].[OH2:36].[cH:43]1[cH:44][cH:45][c:46]([P:47]([Pd:48]([P:49]([c:50]2[cH:51][cH:52][cH:53][cH:54][cH:55]2)([c:56]2[cH:57][cH:58][cH:59][cH:60][cH:61]2)[c:62]2[cH:63][cH:64][cH:65][cH:66][cH:67]2)([P:68]([c:69]2[cH:70][cH:71][cH:72][cH:73][cH:74]2)([c:75]2[cH:76][cH:77][cH:78][cH:79][cH:80]2)[c:81]2[cH:82][cH:83][cH:84][cH:85][cH:86]2)[P:87]([c:88]2[cH:89][cH:90][cH:91][cH:92][cH:93]2)([c:94]2[cH:95][cH:96][cH:97][cH:98][cH:99]2)[c:100]2[cH:101][cH:102][cH:103][cH:104][cH:105]2)([c:106]2[cH:107][cH:108][cH:109][cH:110][cH:111]2)[c:112]2[cH:113][cH:114][cH:115][cH:116][cH:117]2)[cH:118][cH:119]1>>[c:2]1(-[c:19]2[cH:18][n:17][n:16]([CH2:14][CH3:15])[cH:20]2)[c:3]([C:4](=[O:5])[O:6][CH3:7])[c:8]([C:12]#[N:13])[cH:9][cH:10][n:11]1. The reactants are C(CCCCCCCCCCC)(=O)[O-].C(CCCCCCCCCCC)(=O)[O-].C(CCC)[Sn+2]CCCC (dibutyltin dilaurate), CN=C=O (methyl isocyanate), IC#CCOCCO (2-(3-iodo-2-propynyloxy)-ethanol). Run in C(CCl)Cl (ethylene chloride). Product: CNC(OCCOCC#CI)=O (2-(3-iodo-2-propynyloxy)-ethyl N-methyl-carbamate). The yield is 96.7%. Reaction SMILES: C([O-])(=O)CCCCCCCCCCC.C([O-])(=O)CCCCCCCCCCC.C([Sn+2]CCCC)CCC.[CH3:38][N:39]=[C:40]=[O:41].[I:42][C:43]#[C:44][CH2:45][O:46][CH2:47][CH2:48][OH:49]>C(Cl)CCl>[CH3:38][NH:39][C:40](=[O:41])[O:49][CH2:48][CH2:47][O:46][CH2:45][C:44]#[C:43][I:42] |f:0.1.2|. Procedure details: One milliliter of dibutyltin dilaurate was added under agitation as catalyst to a solution of 3.3 gm (0.058 mol) of methyl isocyanate and 12.8 gm (0.057 mol) of 2-(3-iodo-2-propynyloxy)-ethanol in 50 ml ethylene chloride. Due to the exothermic reaction, the temperature rose gradually from room temperature to 30° C. After a reaction time of 16 hours, the solvent was removed by distillation under vacuum, and the yellowish oil obtained was extracted with n-hexane to separate the catalyst, the hexan... Starting materials: Cl.C1(CCCC1)NN (Cyclopentyl-hydrazine hydrochloride), C(C)OC=C(C(=O)OCC)C#N (ethyl (ethoxymethylene)-cyanoacetate), C(C)(=O)[O-].[Na+] (sodium acetate). Run in C(C)O (ethanol). Reaction conditions: temperature 70 celsius. The product is C(C)OC(=O)C=1C=NN(C1N)C1CCCC1 (5-amino-1-cyclopentyl-1H-pyrazole-4-carboxylic acid ethyl ester). Yield: 79.3%. As a reaction SMILES: Cl.[CH:2]1([NH:7][NH2:8])[CH2:6][CH2:5][CH2:4][CH2:3]1.C(O[CH:12]=[C:13]([C:19]#[N:20])[C:14]([O:16][CH2:17][CH3:18])=[O:15])C.C([O-])(=O)C.[Na+]>C(O)C>[CH2:17]([O:16][C:14]([C:13]1[CH:12]=[N:8][N:7]([CH:2]2[CH2:6][CH2:5][CH2:4][CH2:3]2)[C:19]=1[NH2:20])=[O:15])[CH3:18] |f:0.1,3.4|. Reported procedure: Cyclopentyl-hydrazine hydrochloride (1.000 g; 7.32 mmol), ethyl (ethoxymethylene)-cyanoacetate (1.026 g, 6.61 mmol) and anhydrous sodium acetate (0.644 g, 7.85 mmol) were combined in ethanol (10 mL) and heated at 70° C. for 20 hours. After cooling to room temperature, ethanol was removed in vacuo and the residue was partitioned between methylene chloride and water. The organic phase was washed sequentially with water and brine. Each aqueous phase was back extracted with a single portion of methy... The reactants are CN(C)C=O, C=C(Cl)CCl, [H-], [Na+], CCCCC(C#N)c1ccccc1. The product is C=C(Cl)CC(C#N)(CCCC)c1ccccc1. As a reaction SMILES: [CH3:21][N:22]([CH3:23])[CH:24]=[O:25].[Cl:16][C:17](=[CH2:18])[CH2:19][Cl:20].[H-:14].[Na+:15].[c:1]1([CH:7]([C:8]#[N:9])[CH2:10][CH2:11][CH2:12][CH3:13])[cH:2][cH:3][cH:4][cH:5][cH:6]1>>[c:1]1([C:7]([C:8]#[N:9])([CH2:10][CH2:11][CH2:12][CH3:13])[CH2:19][C:17]([Cl:16])=[CH2:18])[cH:2][cH:3][cH:4][cH:5][cH:6]1. Reactants: CO, CS(=O)(=O)c1ccc(C(CC2CCCC2=O)C(=O)Nc2cnccn2)cc1Cl, Cl, NO, c1ccncc1. Yields the product CS(=O)(=O)c1ccc(C(CC2CCCC2=NO)C(=O)Nc2cnccn2)cc1Cl. As a reaction SMILES: [CH3:38][OH:39].[Cl:1][c:2]1[cH:3][c:4]([CH:12]([C:13](=[O:14])[NH:15][c:16]2[n:17][cH:18][cH:19][n:20][cH:21]2)[CH2:22][CH:23]2[C:24](=[O:28])[CH2:25][CH2:26][CH2:27]2)[cH:5][cH:6][c:7]1[S:8](=[O:9])(=[O:10])[CH3:11].[ClH:29].[NH2:30][OH:31].[cH:32]1[cH:33][cH:34][n:35][cH:36][cH:37]1>>[Cl:1][c:2]1[cH:3][c:4]([CH:12]([C:13](=[O:14])[NH:15][c:16]2[n:17][cH:18][cH:19][n:20][cH:21]2)[CH2:22][CH:23]2[C:24](=[N:30][OH:31])[CH2:25][CH2:26][CH2:27]2)[cH:5][cH:6][c:7]1[S:8](=[O:9])(=[O:10])[CH3:11]. Reactants: ClC1=CC(=C(C=C1)C=1NC2=CC(=CC=C2C1C1CCCCC1)C(=O)OC(C)(C)C)C=O (tert-butyl 2-(4-chloro-2-formylphenyl)-3-cyclohexyl-1H-indole-6-carboxylate), C(C)(=O)C1=C(C=CC(=C1)OC)B(O)O (2-acetyl-4-methoxyphenylboronic acid). Product: title product, C(C)(=O)C1=C(C=CC(=C1)OC)C=1NC2=CC(=CC=C2C1C1CCCCC1)C(=O)OC(C)(C)C (tert-butyl 2-(2-acetyl-4-methoxyphenyl)-3-cyclohexyl-1H-indole-6-carboxylate). As a reaction SMILES: ClC1C=CC([C:8]2[NH:9][C:10]3[C:15]([C:16]=2[CH:17]2[CH2:22][CH2:21][CH2:20][CH2:19][CH2:18]2)=[CH:14][CH:13]=[C:12]([C:23]([O:25][C:26]([CH3:29])([CH3:28])[CH3:27])=[O:24])[CH:11]=3)=C(C=O)C=1.[C:32]([C:35]1[CH:40]=[C:39]([O:41][CH3:42])[CH:38]=[CH:37][C:36]=1B(O)O)(=[O:34])[CH3:33]>>[C:32]([C:35]1[CH:40]=[C:39]([O:41][CH3:42])[CH:38]=[CH:37][C:36]=1[C:8]1[NH:9][C:10]2[C:15]([C:16]=1[CH:17]1[CH2:22][CH2:21][CH2:20][CH2:19][CH2:18]1)=[CH:14][CH:13]=[C:12]([C:23]([O:25][C:26]([CH3:29])([CH3:28])[CH3:27])=[O:24])[CH:11]=2)(=[O:34])[CH3:33]. Procedure: The title product tert-butyl 2-(2-acetyl-4-methoxyphenyl)-3-cyclohexyl-1H-indole-6-carboxylate 37d was synthesized by following a similar procedure to that used for the synthesis of tert-butyl 2-(4-chloro-2-formylphenyl)-3-cyclohexyl-1H-indole-6-carboxylate 34b, using 2-acetyl-4-methoxyphenylboronic acid 37c instead of 4-chloro-2-formylphenylboronic acid 34a. Reactants: CS(C)=O, Cc1ccc(CCO)cc1, O=[N+]([O-])c1ccc(Cl)nc1, [H-], [Na+], O. Product: Cc1ccc(CCOc2ccc([N+](=O)[O-])cn2)cc1. RXN SMILES: [CH3:24][S:25]([CH3:26])=[O:27].[CH3:3][c:4]1[cH:5][cH:6][c:7]([CH2:8][CH2:9][OH:10])[cH:11][cH:12]1.[Cl:13][c:14]1[n:15][cH:16][c:17]([N+:20](=[O:21])[O-:22])[cH:18][cH:19]1.[H-:1].[Na+:2].[OH2:23]>>[CH3:3][c:4]1[cH:5][cH:6][c:7]([CH2:8][CH2:9][O:10][c:14]2[n:15][cH:16][c:17]([N+:20](=[O:21])[O-:22])[cH:18][cH:19]2)[cH:11][cH:12]1.